This data is from the Open Reaction Database (ORD), a public repository of structured organic reaction records. The task is: describe an organic reaction: reactants, conditions, products, and yield Reactants: NC1=C(C=NC=2N1N=C(C2)C)C(=O)OC (Methyl 7-amino-2-methylpyrazolo[1,5-a]pyrimidine-6-carboxylate), O.NN (hydrazine hydrate). The solvent is CCO (EtOH). Yields the product NC1=C(C=NC=2N1N=C(C2)C)C(=O)NN (7-Amino-2-methyl-pyrazolo[1,5-a]pyrimidine-6-carboxylic acid hydrazide). Reaction SMILES: [NH2:1][C:2]1[N:7]2[N:8]=[C:9]([CH3:11])[CH:10]=[C:6]2[N:5]=[CH:4][C:3]=1[C:12]([O:14]C)=O.O.[NH2:17][NH2:18]>CCO>[NH2:1][C:2]1[N:7]2[N:8]=[C:9]([CH3:11])[CH:10]=[C:6]2[N:5]=[CH:4][C:3]=1[C:12]([NH:17][NH2:18])=[O:14] |f:1.2|. Procedure: A 250 mL flask containing the Methyl 7-amino-2-methylpyrazolo[1,5-a]pyrimidine-6-carboxylate (2.1 g, 20 mmol), EtOH (55 mL), and hydrazine hydrate (20 mL) was heated to reflux for 6 hours. The mixture was allowed to cool to room temperature. The precipitated solid was filtered and washed with water (2×10 mL) to provide Compound (10-1) as a white solid.